This data is from the Open Reaction Database (ORD), a public repository of structured organic reaction records. The task is: describe an organic reaction: reactants, conditions, products, and yield Starting materials: [Na] (Sodium), [Na] (sodium), S(=O)(=O)(OCCCCCCCC\C=C/CCCCCCCC)C1=CC=C(C)C=C1 (Oleyl tosylate), C(CCC)O (1-butanol), C(CCC)O (1-butanol), [H][H] (hydrogen). Yields the product C(CCCCCCC\C=C/CCCCCCCC)OCCCC (Butyl Oleyl Ether). Yield: 63.2%. Reaction SMILES: [Na].[CH2:2](O)[CH2:3][CH2:4][CH3:5].[H][H].S(C1C=CC(C)=CC=1)([O:12][CH2:13][CH2:14][CH2:15][CH2:16][CH2:17][CH2:18][CH2:19][CH2:20]/[CH:21]=[CH:22]\[CH2:23][CH2:24][CH2:25][CH2:26][CH2:27][CH2:28][CH2:29][CH3:30])(=O)=O>>[CH2:13]([O:12][CH2:2][CH2:3][CH2:4][CH3:5])[CH2:14][CH2:15][CH2:16][CH2:17][CH2:18][CH2:19][CH2:20]/[CH:21]=[CH:22]\[CH2:23][CH2:24][CH2:25][CH2:26][CH2:27][CH2:28][CH2:29][CH3:30] |^1:0|. Procedure: Sodium (2.33 g, 0.10 mol) was placed in a three-necked, 250-mL round-bottom flask equipped with nitrogen inlet, mechanical stirrer and drying tube, and 1-butanol (36.6 mL, 0.4 mol) was added to the flask. The reaction mixture was left in a hood overnight, by which time evolution of hydrogen had ceased and all of the sodium appeared to have reacted. Oleyl tosylate (17 g, 0.04 mol, made from oleyl alcohol and tosyl chloride) dissolved in 1-butanol (9.15 mL, 0.1 mol) was added. The solution, which ... Starting materials: NC1=NC2=C(C(=NC1)C1=CC=CC=C1)C=C(C=C2)C(F)(F)F (2-amino-7-trifluoromethyl-5-phenyl-3H-1,4-benzodiazepine), ClCC(=O)CCl (1,3-dichloroacetone), C(O)([O-])=O.[Na+] (sodium hydrogen carbonate). Run in O1CCOCC1 (dioxan). Conditions: temperature 98 celsius, time 16 hour. Product: FC(C=1C=CC2=C(C(=NCC=3N2C=C(N3)CO)C3=CC=CC=C3)C1)(F)F (8-trifluoromethyl-6-phenyl-4H-imidazo[1,2-a][1,4]benzodiazepine-2-methanol). Yield: 27.2%. Reaction SMILES: [NH2:1][C:2]1[CH2:8][N:7]=[C:6]([C:9]2[CH:14]=[CH:13][CH:12]=[CH:11][CH:10]=2)[C:5]2[CH:15]=[C:16]([C:19]([F:22])([F:21])[F:20])[CH:17]=[CH:18][C:4]=2[N:3]=1.Cl[CH2:24][C:25]([CH2:27]Cl)=O.C(=O)([O-])[OH:30].[Na+]>O1CCOCC1>[F:21][C:19]([F:22])([F:20])[C:16]1[CH:17]=[CH:18][C:4]2[N:3]3[CH:27]=[C:25]([CH2:24][OH:30])[N:1]=[C:2]3[CH2:8][N:7]=[C:6]([C:9]3[CH:10]=[CH:11][CH:12]=[CH:13][CH:14]=3)[C:5]=2[CH:15]=1 |f:2.3|. Procedure: A solution of 10.5 g of 2-amino-7-trifluoromethyl-5-phenyl-3H-1,4-benzodiazepine (K. Meguro, H. Tawada & Y. Kuwada, Yakugaku Zasshi, 1973, 93, 1253-1262) and 4.84 g of 1,3-dichloroacetone in 220 ml of dioxan was treated with 2.72 g of anhydrous sodium hydrogen carbonate and stirred at 98° C. for 16 h. After cooling the inorganic salts were filtered off, the filtrate was treated with 0.75 g of p-toluenesulphonic acid and stirred at 98° C. for 2 h. 60 ml of 1N aqueous sodium hydroxide solution wer... Reactants: [BH4-], O=Cc1c(Cl)nc(-c2ccc([N+](=O)[O-])cc2)n1Cc1ccccc1, CO, [Na+]. Yields the product O=[N+]([O-])c1ccc(-c2nc(Cl)c(CO)n2Cc2ccccc2)cc1. RXN SMILES: [BH4-:1].[CH2:3]([c:4]1[cH:5][cH:6][cH:7][cH:8][cH:9]1)[n:10]1[c:11](-[c:18]2[cH:19][cH:20][c:21]([N+:24](=[O:25])[O-:26])[cH:22][cH:23]2)[n:12][c:13]([Cl:17])[c:14]1[CH:15]=[O:16].[CH3:27][OH:28].[Na+:2]>>[CH2:3]([c:4]1[cH:5][cH:6][cH:7][cH:8][cH:9]1)[n:10]1[c:11](-[c:18]2[cH:19][cH:20][c:21]([N+:24](=[O:25])[O-:26])[cH:22][cH:23]2)[n:12][c:13]([Cl:17])[c:14]1[CH2:15][OH:16]. Product: O=C(c1ccccc1)N1CCCC1c1cccc(O)c1. Starting materials: BrB(Br)Br, COc1cccc(C2CCCN2C(=O)c2ccccc2)c1, ClC(Cl)Cl. As a reaction SMILES: [B:22]([Br:23])([Br:24])[Br:25].[C:1]([c:2]1[cH:3][cH:4][cH:5][cH:6][cH:7]1)(=[O:8])[N:9]1[CH:10]([c:14]2[cH:15][c:16]([O:20][CH3:21])[cH:17][cH:18][cH:19]2)[CH2:11][CH2:12][CH2:13]1.[CH:26]([Cl:27])([Cl:28])[Cl:29]>>[C:1]([c:2]1[cH:3][cH:4][cH:5][cH:6][cH:7]1)(=[O:8])[N:9]1[CH:10]([c:14]2[cH:15][c:16]([OH:20])[cH:17][cH:18][cH:19]2)[CH2:11][CH2:12][CH2:13]1. The reactants are Cc1ccccc1, O=CO, Nc1ccccc1. The product is O=CNc1ccccc1. Reaction SMILES: [CH3:8][c:9]1[cH:10][cH:11][cH:12][cH:13][cH:14]1.[CH:15](=[O:16])[OH:17].[NH2:1][c:2]1[cH:3][cH:4][cH:5][cH:6][cH:7]1>>[NH:1]([c:2]1[cH:3][cH:4][cH:5][cH:6][cH:7]1)[CH:15]=[O:16]. Starting materials: ( 15 ), ( 7 ), CN(C)C=O (DMF), ( 100 ), CC(=O)ON1C(=O)CCC1=O (acetic acid N-hydroxysuccinimide ester), C(=O)(O)[O-].[Na+] (NaHCO3), N([C@@H](C(C)C)C(=O)N[C@@H](C)C(=O)N[C@@H](CC(O)=O)C(=O)NC1=CC=C([N+](=O)[O-])C=C1)C(=O)OC(C)(C)C (t-BOCValAlaAsp-p-nitroanilide), ( 44 ). Solvent: Cl (HCl), C(=O)(C(F)(F)F)O (TFA). Reaction conditions: time 1 hour. The product is N([C@@H](C(C)C)C(=O)N[C@@H](C)C(=O)N[C@@H](CC(O)=O)C(=O)NC1=CC=C([N+](=O)[O-])C=C1)C(=O)C (AcValAlaAsp-p-nitroanilide). As a reaction SMILES: [NH:1]([C:31]([O:33]C(C)(C)C)=O)[C@H:2]([C:6]([NH:8][C@H:9]([C:11]([NH:13][C@H:14]([C:19]([NH:21][C:22]1[CH:30]=[CH:29][C:25]([N+:26]([O-:28])=[O:27])=[CH:24][CH:23]=1)=[O:20])[CH2:15][C:16](=[O:18])[OH:17])=[O:12])[CH3:10])=[O:7])[CH:3]([CH3:5])[CH3:4].[CH3:38]C(ON1C(=O)CCC1=O)=O.C([O-])(O)=O.[Na+].CN(C=O)C>C(O)(C(F)(F)F)=O.Cl>[NH:1]([C:31]([CH3:38])=[O:33])[C@H:2]([C:6]([NH:8][C@H:9]([C:11]([NH:13][C@H:14]([C:19]([NH:21][C:22]1[CH:30]=[CH:29][C:25]([N+:26]([O-:28])=[O:27])=[CH:24][CH:23]=1)=[O:20])[CH2:15][C:16](=[O:18])[OH:17])=[O:12])[CH3:10])=[O:7])[CH:3]([CH3:4])[CH3:5] |f:2.3|. Reported procedure: t-BOCValAlaAsp-p-nitroanilide (174 mg, 0.33 mmole) was dissolved in neat TFA (5 mL) and stirred at room temperature for 1 hour. The TFA was removed in vacuo and the residue was then dissolved in 5 mL of CH2Cl2 which was then evaporated in vacuo. This dissolution with CH2Cl2 and subsequent evaporation repeated two more times. The residue was dissolved in dioxane/water (5 mL, 4:1) and treated with acetic acid N-hydroxysuccinimide ester (63 mg, 0.40 mmole) and NaHCO3 (139 mg, 1.65 mmole). After 18 ...